Dataset: the Open Reaction Database (ORD), a public repository of structured organic reaction records. Task: describe an organic reaction: reactants, conditions, products, and yield Starting materials: C12CCCC(CCC1)B2 (9-Borabicyclo[3.3.1]nonane), ClC=1C(=C2N=C(C(=NC2=CC1Cl)OC)OC)C1=NN=NN1CC=C (6,7-dichloro-2,3-dimethoxy-5-(1-allyl-1H-tetrazol-5-yl)quinoxaline), C[N+](C)(C)[O-] (trimethylamine-N-oxide). Solvent: O1CCCC1 (tetrahydrofuran). Product: ClC=1C(=C2N=C(C(=NC2=CC1Cl)OC)OC)C1=NN=NN1CCCO (6,7-Dichloro-2,3-dimethoxy-5-[1-(3-hydroxypropyl)-1H-tetrazol-5-yl]quinoxaline). Yield: 72.7%. Reaction SMILES: C12BC(CCC1)CCC2.[Cl:10][C:11]1[C:12]([C:26]2[N:30]([CH2:31][CH:32]=[CH2:33])[N:29]=[N:28][N:27]=2)=[C:13]2[C:18](=[CH:19][C:20]=1[Cl:21])[N:17]=[C:16]([O:22][CH3:23])[C:15]([O:24][CH3:25])=[N:14]2.C[N+]([O-:38])(C)C>O1CCCC1>[Cl:10][C:11]1[C:12]([C:26]2[N:30]([CH2:31][CH2:32][CH2:33][OH:38])[N:29]=[N:28][N:27]=2)=[C:13]2[C:18](=[CH:19][C:20]=1[Cl:21])[N:17]=[C:16]([O:22][CH3:23])[C:15]([O:24][CH3:25])=[N:14]2. Procedure: 9-Borabicyclo[3.3.1]nonane (0.5M in tetrahydrofuran, 9.1 mL, 4.55 mmol) was added dropwise to a stirred suspension of 6,7-dichloro-2,3-dimethoxy-5-(1-allyl-1H-tetrazol-5-yl)quinoxaline (Preparation 19, 0.67 g, 1.82 mmol) in dry tetrahydrofuran (15 mL) at room temperature under nitrogen. The reaction mixture was heated under reflux for 18 hours, trimethylamine-N-oxide (1.03 g, 13.7 mmol) was added portionwise to the cooled reaction mixture and the mixture was heated under reflux for 2 hours then ... Reactants: BrC1=C(C=CC(=C1)C(C)C)N(C1=NC(=CC(=C1[N+](=O)[O-])N)C)C(CCC)CCC (N-[2-Bromo-4-(1-methylethyl)phenyl]-6-methyl-3-nitro-N-(1-propyl-butyl)pyridin-2,4-diamine), [O-]S(=O)S(=O)[O-].[Na+].[Na+] (Na2S2O4), [NH4+].[OH-] (NH4OH), [O-]S(=O)S(=O)[O-].[Na+].[Na+] (Na2S2O4). The solvent is O (water), O1CCOCC1 (dioxane), O1CCOCC1 (dioxane), O (water), O (water), CCOC(=O)C (EtOAc). Conditions: temperature 25 celsius, time 2 hour. Product: BrC1=C(C=CC(=C1)C(C)C)N(C1=NC(=CC(=C1N)N)C)C(CCC)CCC (N-[2-Bromo-4-(1-methylethyl)phenyl]-6-methyl-N-(1-propylbuty)pyridine-2,3,4-triamine). Isolated yield 76.4%. Reaction SMILES: [Br:1][C:2]1[CH:7]=[C:6]([CH:8]([CH3:10])[CH3:9])[CH:5]=[CH:4][C:3]=1[N:11]([CH:23]([CH2:27][CH2:28][CH3:29])[CH2:24][CH2:25][CH3:26])[C:12]1[C:17]([N+:18]([O-])=O)=[C:16]([NH2:21])[CH:15]=[C:14]([CH3:22])[N:13]=1.[NH4+].[OH-].[O-]S(S([O-])=O)=O.[Na+].[Na+]>O.CCOC(C)=O.O1CCOCC1>[Br:1][C:2]1[CH:7]=[C:6]([CH:8]([CH3:10])[CH3:9])[CH:5]=[CH:4][C:3]=1[N:11]([CH:23]([CH2:24][CH2:25][CH3:26])[CH2:27][CH2:28][CH3:29])[C:12]1[C:17]([NH2:18])=[C:16]([NH2:21])[CH:15]=[C:14]([CH3:22])[N:13]=1 |f:1.2,3.4.5|. Procedure: N-[2-Bromo-4-(1-methylethyl)phenyl]-6-methyl-3-nitro-N-(1-propyl-butyl)pyridin-2,4-diamine (0.7 g, 1.51 mmol), was suspended between dioxane (30 mL) and water (30 mL) containing conc.NH4OH (1.2 mL). To that Na2S2O4 was added (2.1 g, 12.06 mmol) and the mixture was stirred at 25° C. for 2h. Then an additional 1 g Na2S2O4 was added followd by 10 mL dioxane and 10 mL water. After stirring for 1 h at 25° C. the mixture was patritioned between EtOAc (120 mL) and water (20 mL). The EtOAc was washed wi... Starting materials: NC1=C(C(=CC(=C1)Cl)[N+](=O)[O-])O (2-amino-4-chloro-6-nitrophenol), O (water), CCOC(=O)C (AcOEt). Reaction conditions: time 2 hour. Yields the product ClC=1C=C(C2=C(NC(O2)=O)C1)[N+](=O)[O-] (5-chloro-7-nitrobenzo[d]oxazol-2(3H)-one). Isolated yield 98.0%. As a reaction SMILES: [NH2:1][C:2]1[CH:7]=[C:6]([Cl:8])[CH:5]=[C:4]([N+:9]([O-:11])=[O:10])[C:3]=1[OH:12].O.C[CH2:15][O:16]C(C)=O>>[Cl:8][C:6]1[CH:5]=[C:4]([N+:9]([O-:11])=[O:10])[C:3]2[O:12][C:15](=[O:16])[NH:1][C:2]=2[CH:7]=1. Procedure: DCI (36.4 mmol, 5.9 g) was added in one portion to 2-amino-4-chloro-6-nitrophenol 5 (5 g, 26.5 mmol) suspended in AcOEt (150 ml) and the reaction was stirred vigorously for 2 hours. 100 ml of water were added to the reaction and then the organic phase was eliminated by evaporation. HCl 20% was added (20 ml) and the resulting solid material was filtered and washed with HCl 1N, cold water, MeOH and ether obtaining 5.6 g of a beige solid. Yield=98% 1HNMR (DMSO, 200 MHz) δ 7.59 (1H, d, J=2.2 Hz), 7.... Product: COc1ccc(CN(Cc2ccc(OC)cc2)c2ncc(-c3nc(N4CCOCC4)nc4c3CCN4c3cccc(C(=O)N4CCN(C)CC4)c3)cn2)cc1. RXN SMILES: [CH3:1][O:2][c:3]1[cH:4][cH:5][c:6]([CH2:7][N:8]([c:9]2[n:10][cH:11][c:12](-[c:15]3[c:16]4[c:17]([n:18][c:19]([N:21]5[CH2:22][CH2:23][O:24][CH2:25][CH2:26]5)[n:20]3)[N:27]([c:30]3[cH:31][c:32]([C:33](=[O:34])[OH:35])[cH:36][cH:37][cH:38]3)[CH2:28][CH2:29]4)[cH:13][n:14]2)[CH2:39][c:40]2[cH:41][cH:42][c:43]([O:46][CH3:47])[cH:44][cH:45]2)[cH:48][cH:49]1.[CH3:50][N:51]1[CH2:52][CH2:53][NH:54][CH2:55][CH2:56]1>>[CH3:1][O:2][c:3]1[cH:4][cH:5][c:6]([CH2:7][N:8]([c:9]2[n:10][cH:11][c:12](-[c:15]3[c:16]4[c:17]([n:18][c:19]([N:21]5[CH2:22][CH2:23][O:24][CH2:25][CH2:26]5)[n:20]3)[N:27]([c:30]3[cH:31][c:32]([C:33](=[O:34])[N:54]5[CH2:53][CH2:52][N:51]([CH3:50])[CH2:56][CH2:55]5)[cH:36][cH:37][cH:38]3)[CH2:28][CH2:29]4)[cH:13][n:14]2)[CH2:39][c:40]2[cH:41][cH:42][c:43]([O:46][CH3:47])[cH:44][cH:45]2)[cH:48][cH:49]1. Starting materials: COc1ccc(CN(Cc2ccc(OC)cc2)c2ncc(-c3nc(N4CCOCC4)nc4c3CCN4c3cccc(C(=O)O)c3)cn2)cc1, CN1CCNCC1. Reactants: CC(C)n1cnc2c(NCc3ccccc3)nc(F)nc21, CCCCO, CS(C)=O, CO, CCN(C(C)C)C(C)C, ClCCl, CCC(N)C(O)CC. The product is CCC(O)C(CC)Nc1nc(NCc2ccccc2)c2ncn(C(C)C)c2n1. RXN SMILES: [CH2:1]([c:2]1[cH:3][cH:4][cH:5][cH:6][cH:7]1)[NH:8][c:9]1[c:10]2[n:11][cH:12][n:13]([CH:19]([CH3:20])[CH3:21])[c:14]2[n:15][c:16]([F:18])[n:17]1.[CH2:42]([OH:43])[CH2:44][CH2:45][CH3:46].[CH3:47][S:48]([CH3:49])=[O:50].[CH3:51][OH:52].[CH:22]([N:23]([CH2:24][CH3:25])[CH:26]([CH3:27])[CH3:28])([CH3:29])[CH3:30].[Cl:39][CH2:40][Cl:41].[NH2:31][CH:32]([CH:33]([CH2:34][CH3:35])[OH:36])[CH2:37][CH3:38]>>[CH2:1]([c:2]1[cH:3][cH:4][cH:5][cH:6][cH:7]1)[NH:8][c:9]1[c:10]2[n:11][cH:12][n:13]([CH:19]([CH3:20])[CH3:21])[c:14]2[n:15][c:16]([NH:31][CH:32]([CH:33]([CH2:34][CH3:35])[OH:36])[CH2:37][CH3:38])[n:17]1.